From a dataset of the Open Reaction Database (ORD), a public repository of structured organic reaction records. describe an organic reaction: reactants, conditions, products, and yield Reaction SMILES: [C:24](=[O:25])([O-:26])[O-:27].[C:9](=[O:10])([O:11][CH2:12][CH3:13])[n:14]1[nH:15][c:16](=[O:23])[c:17]2[cH:18][cH:19][cH:20][cH:21][c:22]12.[CH3:30][N:31]([CH3:32])[CH:33]=[O:34].[Cl:1][CH2:2][c:3]1[n:4]([CH3:8])[cH:5][cH:6][n:7]1.[Cs+:28].[Cs+:29]>>[CH2:2]([c:3]1[n:4]([CH3:8])[cH:5][cH:6][n:7]1)[n:15]1[n:14]([C:9](=[O:10])[O:11][CH2:12][CH3:13])[c:22]2[c:17]([c:16]1=[O:23])[cH:18][cH:19][cH:20][cH:21]2. The product is CCOC(=O)n1c2ccccc2c(=O)n1Cc1nccn1C. The reactants are O=C([O-])[O-], CCOC(=O)n1[nH]c(=O)c2ccccc21, CN(C)C=O, Cn1ccnc1CCl, [Cs+], [Cs+]. Reactants: C1(CCCCC1)CCC[C@H](CC(=O)OC(C)(C)C)C1=NC(=NO1)C(=O)N(C)C (tert-butyl (3R)-6-cyclohexyl-3-{3-[(dimethylamino)carbonyl]-1,2,4-oxadiazol-5-yl}hexanoate), FC(C(=O)O)(F)F (trifluoroacetic acid). Run in ClCCl (dichloromethane). Run at time 17 hour. Yields the product C1(CCCCC1)CCC[C@H](CC(=O)O)C1=NC(=NO1)C(=O)N(C)C ((3R)-6-Cyclohexyl-3-{3-[(dimethylamino)carbonyl]-1,2,4-oxadiazol-5-yl}hexanoic acid). Yield: 63.0%. As a reaction SMILES: [CH:1]1([CH2:7][CH2:8][CH2:9][C@@H:10]([C:19]2[O:23][N:22]=[C:21]([C:24]([N:26]([CH3:28])[CH3:27])=[O:25])[N:20]=2)[CH2:11][C:12]([O:14]C(C)(C)C)=[O:13])[CH2:6][CH2:5][CH2:4][CH2:3][CH2:2]1.FC(F)(F)C(O)=O>ClCCl>[CH:1]1([CH2:7][CH2:8][CH2:9][C@@H:10]([C:19]2[O:23][N:22]=[C:21]([C:24]([N:26]([CH3:28])[CH3:27])=[O:25])[N:20]=2)[CH2:11][C:12]([OH:14])=[O:13])[CH2:6][CH2:5][CH2:4][CH2:3][CH2:2]1. Procedure details: A solution of tert-butyl (3R)-6-cyclohexyl-3-{3-[(dimethylamino)carbonyl]-1,2,4-oxadiazol-5-yl}hexanoate (Preparation 10) (2.35 g, 5.97 mmol) in dichloromethane (10 ml) was treated with trifluoroacetic acid (2 ml) and the resulting mixture was stirred at room temperature under a nitrogen atmosphere for 17 hours. The solvent was removed under reduced pressure and the residue azeotroped from dichloromethane. The residue was purified by column chromatography on silica gel eluting with dichlorometha... Starting materials: ClC=1N=NC=CC1 (3-chloropyridazine), NCCCN (1,3-diaminopropane), [O-]CC.[Na+] (sodium ethoxide). The solvent is C(C)O (ethanol). The product is NCCCNC=1N=NC=CC1 (3-(3-aminopropylamino)-pyridazine). RXN SMILES: Cl[C:2]1[N:3]=[N:4][CH:5]=[CH:6][CH:7]=1.[NH2:8][CH2:9][CH2:10][CH2:11][NH2:12].[O-]CC.[Na+]>C(O)C>[NH2:8][CH2:9][CH2:10][CH2:11][NH:12][C:2]1[N:3]=[N:4][CH:5]=[CH:6][CH:7]=1 |f:2.3|. Procedure: Reacting 3-chloropyridazine with 1,3-diaminopropane in ethanol containing sodium ethoxide according to the procedure of Example 89 gives 3-(3-aminopropylamino)-pyridazine. Using this intermediate as the starting material in the procedure of Example 18 gives N-cyano-N'-[3-(3-pyridazinylamino)propyl]guanidine. Starting materials: ClC1=C2C(=NC=N1)N(N=C2)C2=NC=CC=C2Cl (4-chloro-1-(3-chloropyridin-2-yl)-1H-pyrazolo[3,4-d]pyrimidine), [H-].[Na+] (Sodium hydride), oil, [Si](C1=CC=CC=C1)(C1=CC=CC=C1)(C(C)(C)C)OCCOC[C@@H](C(=O)OC)O ((S)-methyl 3-(2-(tert-butyldiphenylsilyloxy)ethoxy)-2-hydroxypropanoate). Solvent: O1CCCC1 (tetrahydrofuran), O1CCCC1 (tetrahydrofuran). Conditions: temperature 0 celsius, time 10 minute. Yields the product [Si](C1=CC=CC=C1)(C1=CC=CC=C1)(C(C)(C)C)OCCOC[C@@H](C(=O)OC)OC1=C2C(=NC=N1)N(N=C2)C2=NC=CC=C2Cl ((2S)-methyl 3-(2-(tert-butyldiphenylsilyloxy)ethoxy)-2-(1-(3-chloropyridin-2-yl)-1H-pyrazolo[3,4-d]pyrimidin-4-yloxy)propanoate). Isolated yield 53.6%. As a reaction SMILES: [H-].[Na+].[Si:3]([O:20][CH2:21][CH2:22][O:23][CH2:24][C@H:25]([OH:30])[C:26]([O:28][CH3:29])=[O:27])([C:16]([CH3:19])([CH3:18])[CH3:17])([C:10]1[CH:15]=[CH:14][CH:13]=[CH:12][CH:11]=1)[C:4]1[CH:9]=[CH:8][CH:7]=[CH:6][CH:5]=1.Cl[C:32]1[N:37]=[CH:36][N:35]=[C:34]2[N:38]([C:41]3[C:46]([Cl:47])=[CH:45][CH:44]=[CH:43][N:42]=3)[N:39]=[CH:40][C:33]=12>O1CCCC1>[Si:3]([O:20][CH2:21][CH2:22][O:23][CH2:24][C@H:25]([O:30][C:32]1[N:37]=[CH:36][N:35]=[C:34]2[N:38]([C:41]3[C:46]([Cl:47])=[CH:45][CH:44]=[CH:43][N:42]=3)[N:39]=[CH:40][C:33]=12)[C:26]([O:28][CH3:29])=[O:27])([C:16]([CH3:19])([CH3:18])[CH3:17])([C:10]1[CH:15]=[CH:14][CH:13]=[CH:12][CH:11]=1)[C:4]1[CH:5]=[CH:6][CH:7]=[CH:8][CH:9]=1 |f:0.1|. Procedure details: 60% Sodium hydride in mineral oil (1.013 g, 25.34 mmol) was added to (S)-methyl 3-(2-(tert-butyldiphenylsilyloxy)ethoxy)-2-hydroxypropanoate (Intermediate AB3) (8.5 g, 21.12 mmol) in tetrahydrofuran (150 mL) cooled to 0° C. under nitrogen. The resulting solution was stirred at 0° C. for 10 minutes. A solution of 4-chloro-1-(3-chloropyridin-2-yl)-1H-pyrazolo[3,4-d]pyrimidine (6.18 g, 23.23 mmol) in tetrahydrofuran (20 mL) was added dropwise over a period of 5 minutes. The resulting mixture was al... Reactants: Cl.N1C=NCC(C1)C(=O)O (1,4,5,6-tetrahydropyrimidine-5-carboxylic acid hydrochloride), C(C(=O)Cl)(=O)Cl (oxalyl chloride), acid chloride, C(C#CC)O (2-butyn-l-ol). Run in C1=CC=CC=C1 (benzene), O (water). Yields the product C(C#CC)OC(=O)C1CN=CNC1 (5-(2-butynyloxycarbonyl)-1,4,5,6-tetrahydropyrimidine). The yield is 61.0%. RXN SMILES: Cl.[NH:2]1[CH2:7][CH:6]([C:8]([OH:10])=[O:9])[CH2:5][N:4]=[CH:3]1.C(Cl)(=O)C(Cl)=O.[CH2:17](O)[C:18]#[C:19][CH3:20]>C1C=CC=CC=1.O>[CH2:17]([O:9][C:8]([CH:6]1[CH2:7][NH:2][CH:3]=[N:4][CH2:5]1)=[O:10])[C:18]#[C:19][CH3:20] |f:0.1|. Reported procedure: 1,4,5,6-tetrahydropyrimidine-5-carboxylic acid hydrochloride (1 g, 6 mmol) was suspended in a solution of oxalyl chloride (1.5 mL, 17 mmol) in benzene (10 mL), heated with stirring under reflux for 2.5 h, and then evaporated to dryness in vacuo after cooling, to give an orange-yellow residue. A mixture of the acid chloride (04 g) and 2-butyn-l-ol (20 mL, excess) was stirred at room temperature overnight. After stirring overnight, the solvents were removed in vacuo to give a brownish residue. The... Reactants: ClN1C(CCC1=O)=O (N-chlorosuccinimide), C(C1=CC=CC=C1)(=O)OOC(C1=CC=CC=C1)=O (benzoyl peroxide), ClC=1C=2N(C3=CC=CC=C3N1)C=NC2C(=O)O (4-chloroimidazo[1,5-a]quinoxaline 3-carboxylic acid). Solvent: C(Cl)(Cl)(Cl)Cl (carbon tetrachloride). Product: C(C)OC(=O)C=1N=C(N2C1C(=NC1=CC=CC=C21)Cl)Cl (1,4-Dichloroimidazo[1,5-a]quinoxaline 3-carboxylic acid ethyl ester). Yield: 50.0%. RXN SMILES: [Cl:1][C:2]1[C:3]2[N:4]([CH:12]=[N:13][C:14]=2[C:15]([OH:17])=[O:16])[C:5]2[C:10]([N:11]=1)=[CH:9][CH:8]=[CH:7][CH:6]=2.[Cl:18]N1C(=O)CCC1=O.C(OOC(=O)[C:37]1[CH:42]=CC=CC=1)(=O)C1C=CC=CC=1>C(Cl)(Cl)(Cl)Cl>[CH2:42]([O:16][C:15]([C:14]1[N:13]=[C:12]([Cl:18])[N:4]2[C:5]3[C:10](=[CH:9][CH:8]=[CH:7][CH:6]=3)[N:11]=[C:2]([Cl:1])[C:3]=12)=[O:17])[CH3:37]. Reported procedure: To a suspension of 4-chloroimidazo[1,5-a]quinoxaline 3-carboxylic acid (2.7 g) in carbon tetrachloride (50 ml) was added N-chlorosuccinimide (3 g) and trace of benzoyl peroxide. The mixture was stirred and refluxed for 48 hours, then evaporated under vacuum to dryness. The residue was taken up in chloroform, washed with water, dried, concentrated to a small volume, then put through a silica gel dry column (chloroform as eluant). From column, the product was obtained as an off-white solid (1.6 g,...